describe an organic reaction: reactants, conditions, products, and yield From a dataset of the Open Reaction Database (ORD), a public repository of structured organic reaction records. The reactants are NC1=CC=CC2=CC=CC(=C12)N (1,8-Diaminonaphthalene), FC(OC1=CC=C(C(=O)F)C=C1)(F)F (p-Trifluoromethoxybenzoyl fluoride). The solvent is C1(=CC=CC=C1)C (toluene), C1(=CC=CC=C1)C (toluene). Run at time 4 hour. Product: F.FC(OC1=CC=C(C=C1)C=1NC=2C=CC=C3C=CC=C(N1)C23)(F)F (2-(p-TRIFLUOROMETHOXYPHENYL)-1H-PERIMIDINE HYDROFLUORIDE). Reaction SMILES: [NH2:1][C:2]1[C:11]2[C:6](=[CH:7][CH:8]=[CH:9][C:10]=2[NH2:12])[CH:5]=[CH:4][CH:3]=1.[F:13][C:14]([F:26])([F:25])[O:15][C:16]1[CH:24]=[CH:23][C:19]([C:20](F)=O)=[CH:18][CH:17]=1>C1(C)C=CC=CC=1>[FH:13].[F:13][C:14]([F:25])([F:26])[O:15][C:16]1[CH:17]=[CH:18][C:19]([C:20]2[NH:1][C:2]3[CH:3]=[CH:4][CH:5]=[C:6]4[C:11]=3[C:10]([N:12]=2)=[CH:9][CH:8]=[CH:7]4)=[CH:23][CH:24]=1 |f:3.4|. Reported procedure: 1,8-Diaminonaphthalene (1.52 grams; 0.0096 mole) was dissolved in 25 ml. of toluene, then decanted. p-Trifluoromethoxybenzoyl fluoride (2.0 grams; 0.0096 mole) was dissolved in 25 ml. of toluene. Both solutions were added simultaneously to 25 ml. of toluene. After the reaction mixture had been stirred for approximately 4 hours, TLC indicated that the reaction was complete. The reactants are BrC1=CC2=C(N1C(C)C)C(N(C2=O)[C@@H]2CC[C@H](CC2)O)C2=C(C=C(C=C2)Cl)C (2-bromo-6-(4-chloro-2-methyl-phenyl)-5-(trans-4-hydroxy-cyclohexyl)-1-isopropyl-5,6-dihydro-1H-pyrrolo[3,4-b]pyrrol-4-one), C(#N)C=1C=CC(=C(C1)B(O)O)OC (5-cyano-2-methoxyphenylboronic acid), COC1=C(C=CC=C1)B(O)O (2-methoxyphenylboronic acid), BrC1=CC2=C(N1C(C)C)C(N(C2=O)C2=C(C=CC(=C2)Cl)C)C2=CC=C(C=C2)Cl (2-bromo-5-(5-chloro-2-methyl-phenyl)-6-(4-chloro-phenyl)-1-isopropyl-5,6-dihydro-1H-pyrrolo[3,4-b]pyrrol-4-one). The product is ClC1=CC(=C(C=C1)C1N(C(C2=C1N(C(=C2)C2=C(C=CC=C2)OC)C(C)C)=O)[C@@H]2CC[C@H](CC2)O)C (6-(4-Chloro-2-methyl-phenyl)-5-(trans-4-hydroxy-cyclohexyl)-1-isopropyl-2-(2-methoxy-phenyl)-5,6-dihydro-1H-pyrrolo[3,4-b]pyrrol-4-one). RXN SMILES: Br[C:2]1[N:6]([CH:7]([CH3:9])[CH3:8])[C:5]2[CH:10]([C:21]3[CH:26]=[CH:25][C:24]([Cl:27])=[CH:23][C:22]=3[CH3:28])[N:11]([C@H:14]3[CH2:19][CH2:18][C@H:17]([OH:20])[CH2:16][CH2:15]3)[C:12](=[O:13])[C:4]=2[CH:3]=1.[CH3:29][O:30][C:31]1[CH:36]=[CH:35][CH:34]=[CH:33][C:32]=1B(O)O.BrC1N(C(C)C)C2C(C3C=CC(Cl)=CC=3)N(C3C=C(Cl)C=CC=3C)C(=O)C=2C=1.C(C1C=CC(OC)=C(B(O)O)C=1)#N>>[Cl:27][C:24]1[CH:25]=[CH:26][C:21]([CH:10]2[C:5]3[N:6]([CH:7]([CH3:9])[CH3:8])[C:2]([C:32]4[CH:33]=[CH:34][CH:35]=[CH:36][C:31]=4[O:30][CH3:29])=[CH:3][C:4]=3[C:12](=[O:13])[N:11]2[C@H:14]2[CH2:15][CH2:16][C@H:17]([OH:20])[CH2:18][CH2:19]2)=[C:22]([CH3:28])[CH:23]=1. Procedure: The title compound was prepared in analogy to the procedure described for Example 17 but 2-bromo-6-(4-chloro-2-methyl-phenyl)-5-(trans-4-hydroxy-cyclohexyl)-1-isopropyl-5,6-dihydro-1H-pyrrolo[3,4-b]pyrrol-4-one (Intermediate AJ) and 2-methoxyphenylboronic acid were used instead of 2-bromo-5-(5-chloro-2-methyl-phenyl)-6-(4-chloro-phenyl)-1-isopropyl-5,6-dihydro-1H-pyrrolo[3,4-b]pyrrol-4-one and 5-cyano-2-methoxyphenylboronic acid respectively. The title compound was obtained as a white solid. tR:... The reactants are C(C)C1(OCCC2=C1NC1=CC=CC=C21)CC(=O)O ((1-ethyl-1,3,4,9-tetrahydro-pyrano[3,4-b]indol-1-yl)-acetic acid), [H-].[Al+3].[Li+].[H-].[H-].[H-] (lithium aluminum hydride). The solvent is O1CCCC1 (tetrahydrofuran). Conditions: time 6 hour. Yields the product C(C)C1(OCCC2=C1NC1=C(C=C(C=C21)C(C)C)C2=CC=CC=C2)CCO (2-(1-Ethyl-6-isopropyl-8-phenyl-1,3,4,9-tetrahydro-pyrano[3,4-b]indol-1-yl)-ethanol). The yield is 107.0%. RXN SMILES: [CH2:1]([C:3]1([CH2:16][C:17]([OH:19])=O)[C:8]2[NH:9][C:10]3[C:15]([C:7]=2[CH2:6][CH2:5][O:4]1)=[CH:14][CH:13]=[CH:12][CH:11]=3)[CH3:2].[H-].[Al+3].[Li+].[H-].[H-].[H-]>O1CCCC1>[CH2:1]([C:3]1([CH2:16][CH2:17][OH:19])[C:8]2[NH:9][C:10]3[C:15]([C:7]=2[CH2:6][CH2:5][O:4]1)=[CH:14][C:13]([CH:1]([CH3:3])[CH3:2])=[CH:12][C:11]=3[C:10]1[CH:15]=[CH:14][CH:13]=[CH:12][CH:11]=1)[CH3:2] |f:1.2.3.4.5.6|. Procedure details: To solution of (1-ethyl-1,3,4,9-tetrahydro-pyrano[3,4-b]indol-1-yl)-acetic acid (0.52 g, 2.0 mmol) in tetrahydrofuran (10 mL) was added lithium aluminum hydride (0.114 g, 3.0 mmol) in several small portions. The mixture was stirred at room temperature for 6 hours. It was quenched with ethyl acetate carefully and washed with water. The organic layer was dried over magnesium sulfate and evaporated to dryness. Flash chromatography on silica gel provided 0.389 g (79%) of the title compound as an oil... Reported procedure: (S)-(−)-α-Methylbenzylamine (0.53 kg) was added over a period of 15 minutes to a stirred suspension of 3-{1-(1,3-benzodioxol-5-yl)-2-[(2-methoxy4-methylphenyl)sulfonylamino]-2-oxoethyl}-1-methyl-1H-indole-6-carboxylic acid (from step (c), 1.17 kg, 2.18 moles) in tetrahydrofuran (6.5 liters, 5.5 ml/g) and 1,2-dimethoxyethane (6.5 liters, 5.5 ml/g) at 60° C. under a nitrogen atmosphere. The resulting solution was allowed to cool to 55° C., seeded with 13.6 g of the (S)-(−)-α-methylbenzylamine salt... Run in O1CCCC1 (tetrahydrofuran), COCCOC (1,2-dimethoxyethane). Yields the product O1COC2=C1C=CC(=C2)[C@H](C(=O)NS(=O)(=O)C2=C(C=C(C=C2)C)OC)C2=CN(C1=CC(=CC=C21)C(=O)O)C ((S)-(+)-3-{1-(1,3-Benzodioxol-5-yl)-2-[(2-methoxy4-methylphenyl)-sulfonylamino]-2-oxoethyl}-1-methyl-1H-indole-6-carboxylic acid). RXN SMILES: C[C@H](N)C1C=CC=CC=1.[O:10]1[C:14]2[CH:15]=[CH:16][C:17]([CH:19]([C:35]3[C:43]4[C:38](=[CH:39][C:40]([C:44]([OH:46])=[O:45])=[CH:41][CH:42]=4)[N:37]([CH3:47])[CH:36]=3)[C:20]([NH:22][S:23]([C:26]3[CH:31]=[CH:30][C:29]([CH3:32])=[CH:28][C:27]=3[O:33][CH3:34])(=[O:25])=[O:24])=[O:21])=[CH:18][C:13]=2[O:12][CH2:11]1>O1CCCC1.COCCOC>[O:10]1[C:14]2[CH:15]=[CH:16][C:17]([C@@H:19]([C:35]3[C:43]4[C:38](=[CH:39][C:40]([C:44]([OH:46])=[O:45])=[CH:41][CH:42]=4)[N:37]([CH3:47])[CH:36]=3)[C:20]([NH:22][S:23]([C:26]3[CH:31]=[CH:30][C:29]([CH3:32])=[CH:28][C:27]=3[O:33][CH3:34])(=[O:24])=[O:25])=[O:21])=[CH:18][C:13]=2[O:12][CH2:11]1. The reactants are C[C@@H](C1=CC=CC=C1)N ((S)-(−)-α-Methylbenzylamine), O1COC2=C1C=CC(=C2)C(C(=O)NS(=O)(=O)C2=C(C=C(C=C2)C)OC)C2=CN(C1=CC(=CC=C21)C(=O)O)C (3-{1-(1,3-Benzodioxol-5-yl)-2-[(2-methoxy-4-methylphenyl)sulfonylamino]-2-oxoethyl}-1-methyl-1H-indole-6-carboxylic acid), C[C@@H](C1=CC=CC=C1)N ((S)-(−)-α-methylbenzylamine). Reaction conditions: temperature 55 celsius. Yields the product CC(C(=O)O)(CN1CCCCC1)C (2,2-Dimethyl-3-piperidin-1-ylpropanoic acid). Reaction conditions: time 1 hour. Reaction SMILES: C([O:8][C:9](=[O:20])[C:10]([CH3:19])([CH3:18])[CH2:11][N:12]1[CH2:17][CH2:16][CH2:15][CH2:14][CH2:13]1)C1C=CC=CC=1>C(O)C.[Pd]>[CH3:18][C:10]([CH3:19])([CH2:11][N:12]1[CH2:17][CH2:16][CH2:15][CH2:14][CH2:13]1)[C:9]([OH:20])=[O:8]. The reagents and catalysts are [Pd] (Palladium). Procedure: To a solution of benzyl-2,2-dimethyl-3-piperidin-1-ylpropanoate (117.0 mg, 0.42 mmol) in ethanol (5 mL) was slowly added 10% wt Palladium in carbon (50 mg, 0.05 mmol). The reaction mixture was left to stir at rt for 1 h under hydrogen. The mixture was filtered through Celite and concentrated in vacuo, which afforded the title compound as a yellow solid. 1H NMR (400 MHz, CDCl3): δ=1.22 (s, 6H), 1.28-1.39 (bs, 2H), 1.74-1.79 (m, 4H), 2.76 (s, 2H), 2.79-3.08 (bs, 4H). Run in C(C)O (ethanol). The reactants are C(C1=CC=CC=C1)OC(C(CN1CCCCC1)(C)C)=O (benzyl-2,2-dimethyl-3-piperidin-1-ylpropanoate).